Task: describe an organic reaction: reactants, conditions, products, and yield. Dataset: the Open Reaction Database (ORD), a public repository of structured organic reaction records Starting materials: COCCCC=1C=C(C=CC1)CO ([3-(3-methoxypropyl)phenyl]methanol), CC(=O)OI1(C=2C=CC=CC2C(=O)O1)(OC(=O)C)OC(=O)C (Dess-Martin periodinane). Run in C(Cl)Cl (CH2Cl2). Conditions: time 2 hour. The product is COCCCC=1C=C(C=O)C=CC1 (3-(3-Methoxypropyl)benzaldehyde). As a reaction SMILES: [CH3:1][O:2][CH2:3][CH2:4][CH2:5][C:6]1[CH:7]=[C:8]([CH2:12][OH:13])[CH:9]=[CH:10][CH:11]=1.CC(OI1(OC(C)=O)(OC(C)=O)OC(=O)C2C=CC=CC1=2)=O>C(Cl)Cl>[CH3:1][O:2][CH2:3][CH2:4][CH2:5][C:6]1[CH:7]=[C:8]([CH:9]=[CH:10][CH:11]=1)[CH:12]=[O:13]. Procedure details: To a CH2Cl2 solution (0.3 M) of [3-(3-methoxypropyl)phenyl]methanol from the previous step (1 eq.) was added Dess-Martin periodinane (1.2 eq.). The resulting suspension was stirred at RT for 2 h. The reaction was quenched with sat. aq. NaHCO3 and 2 N aq. Na2S2O3. The biphasic mixture was allowed to stir at RT for 20 min, poured into sat. aq. NaHCO3 and extracted with CH2Cl2. The combined organic extracts were washed with brine, dried over MgSO4 and filtered. Concentration of the filtrate in vacu... Starting materials: ClC1=CC=C(C(=O)O)C=C1 (4-chlorobenzoic acid), CN(C(CN(C)C)CC)C (N,N,N′,N′-tetramethylethylethylenediamine), N#N.CCO (N2 EtOH), [Li]C(C)CC (sec-BuLi), CI (CH3I). The solvent is C1CCOC1 (THF). Reaction conditions: temperature -50 celsius, time 16 hour. Yields the product ClC1=CC(=C(C(=O)O)C=C1)C (4-chloro-2-methylbenzoic acid). Isolated yield 78.2%. RXN SMILES: [CH3:1]N(C)C(CC)CN(C)C.N#N.CCO.[Li]C(CC)C.[Cl:21][C:22]1[CH:30]=[CH:29][C:25]([C:26]([OH:28])=[O:27])=[CH:24][CH:23]=1.CI>C1COCC1>[Cl:21][C:22]1[CH:30]=[CH:29][C:25]([C:26]([OH:28])=[O:27])=[C:24]([CH3:1])[CH:23]=1 |f:1.2|. Reported procedure: In a dry round-bottomed flask (3 L) equipped with a mechanical stirrer under N2, anhydrous N,N,N′,N′-tetramethylethylethylenediamine (TMEDA, 99.7 mL, 660 mmol, 2.2 eq.) and anhydrous THF (600 mL) were added and the mixture was cooled to −90° C. in a bath of liquid N2/EtOH. Freshly titrated sec-BuLi (550 mL, 1.2M in cyclohexane, 660 mmol., 2.2 eq.) was added slowly via cannula as to maintain the temperature at −50° C. The solution was cooled to −90° C. and 4-chlorobenzoic acid (47.0 g in 400 mL a... The reactants are BrC1=CC=C(C=C1)NC(C)(C#C)C (4-bromo-N-(2-methylbut-3-yn-2-yl)benzenamine), C1(=CC=CC=C1)C (toluene), O (water). Reagents/catalysts: [Cu]Cl (copper(I) chloride). Solvent: CCOC(=O)C (EtOAc). Conditions: time 8 hour. Yields the product BrC=1C=C2C=CC(NC2=CC1)(C)C (6-bromo-2,2-dimethyl-1,2-dihydroquinoline). Reaction SMILES: [Br:1][C:2]1[CH:7]=[CH:6][C:5]([NH:8][C:9]([CH3:13])([C:11]#[CH:12])[CH3:10])=[CH:4][CH:3]=1.C1(C)C=CC=CC=1.O>[Cu]Cl.CCOC(C)=O>[Br:1][C:2]1[CH:7]=[C:6]2[C:5](=[CH:4][CH:3]=1)[NH:8][C:9]([CH3:13])([CH3:10])[CH:11]=[CH:12]2. Procedure details: To a solution of 4-bromo-N-(2-methylbut-3-yn-2-yl)benzenamine (3.30 g, 14 mmol) in toluene (14 ml, 14 mmol) was added copper(I) chloride (0.300 g, 3.0 mmol) in one portion. The reaction vessel was sealed and the resulting mixture was heated to 90 deg C. After stirring overnight, the mixture was transferred to a separatory funnel containing water and EtOAc. The aqueous layer was washed 1× with EtOAc and 3× with DCM. The organic layers were combined, dried with MgSO4, filtered and concentrated. Th... The reactants are 19.5, Cl (hydrochloric acid), [H-].[Al+3].[Li+].[H-].[H-].[H-] (lithium aluminium hydride), C1(=CC=CC=C1)[C@@H](C(=O)O)C(C)C ((S)-(+)-2-phenyl 3-methylbutyric acid). Run in CCOCC (ether), CCOCC (ether). Product: C1(=CC=CC=C1)[C@@H](CO)C(C)C ((S)-(+)-2-phenyl-3-methylbutanol). Isolated yield 105.3%. RXN SMILES: [H-].[Al+3].[Li+].[H-].[H-].[H-].[C:7]1([C@H:13]([CH:17]([CH3:19])[CH3:18])[C:14](O)=[O:15])[CH:12]=[CH:11][CH:10]=[CH:9][CH:8]=1.Cl>CCOCC>[C:7]1([C@H:13]([CH:17]([CH3:19])[CH3:18])[CH2:14][OH:15])[CH:12]=[CH:11][CH:10]=[CH:9][CH:8]=1 |f:0.1.2.3.4.5|. Procedure details: A suspension of 19.5, g (0.51 mol) of lithium aluminium hydride in 750 ml of absolute ether was heated to reflux. Within 4 hours there was added, dropwise, a solution of 54.5 g (0.307 mol) of (S)-(+)-2-phenyl 3-methylbutyric acid in 250 ml of absolute ether. After heating to reflux for a further 2 hours, the suspension was treated carefully with 1N hydrochloric acid and the ether phase was washed with water, dilute sodium bicarbonate solution, and once more with water. After drying the organic p... Reactants: BrC1=CC2=C(OCCC3C2(CCC2(OCCO2)C3)CC)C=C1N (rac-(7aR,11aS)-2-bromo-11a-ethyl-7,7a,8,10,11,11a-hexahydro-6H-spiro[dibenzo[b,d]oxepine-9,2′-[1,3]dioxolan]-3-amine), C(=O)([O-])[O-].[Cs+].[Cs+] (Cs2CO3), COCCOC (DME), CB1OB(OB(O1)C)C (trimethylboroxine). Reagents/catalysts: Cl[Pd]([P](C1=CC=CC=C1)(C2=CC=CC=C2)C3=CC=CC=C3)([P](C4=CC=CC=C4)(C5=CC=CC=C5)C6=CC=CC=C6)Cl (bis(triphenylphosphine)palladium(II) chloride). Solvent: O (water). Conditions: temperature 90 celsius. Product: C(C)C12C3=C(OCCC1CC1(OCCO1)CC2)C=C(C(=C3)C)N (rac-(7aR,11aS)-11a-ethyl-2-methyl-7,7a,8,10,11,11a-hexahydro-6H-spiro[dibenzo[b,d]oxepine-9,2′-[1,3]dioxolan]-3-amine). The yield is 74.9%. As a reaction SMILES: Br[C:2]1[C:22]([NH2:23])=[CH:21][C:5]2[O:6][CH2:7][CH2:8][CH:9]3[CH2:18][C:13]4([O:17][CH2:16][CH2:15][O:14]4)[CH2:12][CH2:11][C:10]3([CH2:19][CH3:20])[C:4]=2[CH:3]=1.[C:24]([O-])([O-])=O.[Cs+].[Cs+].COCCOC.CB1OB(C)OB(C)O1>Cl[Pd](Cl)([P](C1C=CC=CC=1)(C1C=CC=CC=1)C1C=CC=CC=1)[P](C1C=CC=CC=1)(C1C=CC=CC=1)C1C=CC=CC=1.O>[CH2:19]([C:10]12[CH2:11][CH2:12][C:13]3([O:14][CH2:15][CH2:16][O:17]3)[CH2:18][CH:9]1[CH2:8][CH2:7][O:6][C:5]1[CH:21]=[C:22]([NH2:23])[C:2]([CH3:24])=[CH:3][C:4]2=1)[CH3:20] |f:1.2.3,^1:47,66|. Procedure: A 500 mL round-bottom flask equipped with air cooled reflux condenser outfitted with a nitrogen inlet adapter was charged with rac-(7aR,11aS)-2-bromo-11a-ethyl-7,7a,8,10,11,11a-hexahydro-6H-spiro[dibenzo[b,d]oxepine-9,2′-[1,3]dioxolan]-3-amine (87, R2=Ethyl) (9.14 g, 23.9 mmol), bis(triphenylphosphine)palladium(II) chloride (0.839 g, 1.20 mmol) and Cs2CO3 (23.4 g, 71.7 mmol), and then DME (180 mL), water (60 mL) and trimethylboroxine (6.67 mL, 47.8 mmol) were added. The reaction mixture was heat... The reactants are C(Cl)C1CO1 (epichlorohydrin), [S-]C#N.[NH4+] (ammonium thiocyanate), N1=CC=CC=C1 (pyridine), O (water). The solvent is C1(=CC=CC=C1)C (toluene). Reaction conditions: temperature 50 celsius, time 16 hour. Product: N1=C[CH2+]=CC=C1.[Cl-].S1CCC1 (3-Pyridinium Thietane Chloride). Isolated yield 104.1%. As a reaction SMILES: [CH2:1]([CH:3]1O[CH2:4]1)[Cl:2].[S-:6]C#N.[NH4+].[N:10]1[CH:15]=[CH:14][CH:13]=[CH:12][CH:11]=1.O>C1(C)C=CC=CC=1>[N:10]1[CH:15]=[CH:14][CH:13]=[CH2+:12][CH:11]=1.[Cl-:2].[S:6]1[CH2:4][CH2:3][CH2:1]1 |f:1.2,6.7.8|. Procedure details: To a solution of epichlorohydrin (5.34 g) in toluene (60 mL) were added ammonium thiocyanate (9.1 g), pyridine (23.7 g) and water (60 mL). The resulting mixture was stirred at 50° C. for 16 h. The two phases were separated and the aqueous phase was then lyophilized to give a yellow oil (11.4 g). The crude oil was filtered over a plug of silica gel, eluting with EtOH:H2O (100:0 to 95:5). The desired salt was obtained as an amber solid was obtained (5.3 g). 1H-NMR (D2O, 500 MHz): 3.59 (t, 2H), 3.9... Reactants: CC(=O)O, CCO, [K+], [OH-], O, O=CNc1cccc2c(S(=O)(=O)Nc3nccs3)cccc12. The product is Nc1cccc2c(S(=O)(=O)Nc3nccs3)cccc12. Reaction SMILES: [C:28]([OH:29])(=[O:30])[CH3:31].[CH3:25][CH2:26][OH:27].[K+:24].[OH-:23].[OH2:32].[s:1]1[c:2]([NH:6][S:7](=[O:8])(=[O:9])[c:10]2[cH:11][cH:12][cH:13][c:14]3[c:15]([NH:20][CH:21]=[O:22])[cH:16][cH:17][cH:18][c:19]23)[n:3][cH:4][cH:5]1>>[s:1]1[c:2]([NH:6][S:7](=[O:8])(=[O:9])[c:10]2[cH:11][cH:12][cH:13][c:14]3[c:15]([NH2:20])[cH:16][cH:17][cH:18][c:19]23)[n:3][cH:4][cH:5]1.